Dataset: the Open Reaction Database (ORD), a public repository of structured organic reaction records. Task: describe an organic reaction: reactants, conditions, products, and yield Reactants: O.NN (hydrazine hydrate), ClC=1C=C(C=C(C1)Cl)C(C=CN(C)C)=O (1-(3,5-dichlorophenyl)-3-dimethylamino-2-propen-1-one). Run in C(C)O (ethanol). Conditions: time 2 hour. Product: ClC=1C=C(C=C(C1)Cl)C1=NNC=C1 (3-(3,5-dichlorophenyl)-1H-pyrazole). Yield: 90.3%. As a reaction SMILES: O.[NH2:2]N.[Cl:4][C:5]1[CH:6]=[C:7]([C:12](=O)[CH:13]=[CH:14][N:15](C)C)[CH:8]=[C:9]([Cl:11])[CH:10]=1>C(O)C>[Cl:4][C:5]1[CH:6]=[C:7]([C:12]2[CH:13]=[CH:14][NH:15][N:2]=2)[CH:8]=[C:9]([Cl:11])[CH:10]=1 |f:0.1|. Procedure: 2.4 g (0.05 mol) of hydrazine hydrate are added slowly and at room temperature to a solution of 9 g (0.0369 mol) of 1-(3,5-dichlorophenyl)-3-dimethylamino-2-propen-1-one in 100 ml of ethanol. The reaction mixture is stirred for 2 hours at room temperature and then concentrated to dryness. The residue of triturated in heptane. 7.1 g (90% yield, melting point 156° C.) of 3-(3,5-dichlorophenyl)-1H-pyrazole are obtained. Starting materials: N[C@@H](CCCCN)C(=O)O (L-lysine), C(C1=CC=CC=C1)P(=O)(CC1=CC=CC=C1)N[C@@H](C)C(=O)N1[C@H](C(=O)N2[C@H](C(=O)O)CCC2)CCC1 (dibenzylphosphoryl-L-alanyl-L-prolyl-L-proline). Run in O (water). Yields the product N[C@@H](CCCCN)C(=O)O.C(C1=CC=CC=C1)P(=O)(CC1=CC=CC=C1)N[C@@H](C)C(=O)N1[C@H](C(=O)N2[C@H](C(=O)O)CCC2)CCC1 (dibenzylphosphoryl-L-alanyl-L-prolyl-L-proline L-lysine salt). Isolated yield 107.8%. Reaction SMILES: [NH2:1][C@H:2]([C:8]([OH:10])=[O:9])[CH2:3][CH2:4][CH2:5][CH2:6][NH2:7].[CH2:11]([P:18]([NH:27][C@H:28]([C:30]([N:32]1[CH2:46][CH2:45][CH2:44][C@H:33]1[C:34]([N:36]1[CH2:43][CH2:42][CH2:41][C@H:37]1[C:38]([OH:40])=[O:39])=[O:35])=[O:31])[CH3:29])([CH2:20][C:21]1[CH:26]=[CH:25][CH:24]=[CH:23][CH:22]=1)=[O:19])[C:12]1[CH:17]=[CH:16][CH:15]=[CH:14][CH:13]=1>O>[NH2:1][C@H:2]([C:8]([OH:10])=[O:9])[CH2:3][CH2:4][CH2:5][CH2:6][NH2:7].[CH2:11]([P:18]([NH:27][C@H:28]([C:30]([N:32]1[CH2:46][CH2:45][CH2:44][C@H:33]1[C:34]([N:36]1[CH2:43][CH2:42][CH2:41][C@H:37]1[C:38]([OH:40])=[O:39])=[O:35])=[O:31])[CH3:29])([CH2:20][C:21]1[CH:22]=[CH:23][CH:24]=[CH:25][CH:26]=1)=[O:19])[C:12]1[CH:17]=[CH:16][CH:15]=[CH:14][CH:13]=1 |f:3.4|. Procedure: L-lysine (701 mg, 4.8 m mole) was added to the oily dibenzylphosphoryl-L-alanyl-L-prolyl-L-proline (2.72 g, 5 m mole), and water (40 ml) was added thereto to dissolve the solid substances, and the solution was freeze-dried to obtain an amorphous powder of dibenzylphosphoryl-L-alanyl-L-prolyl-L-proline L-lysine salt (3.4 g). The reactants are CNCCn1cc(-c2ccc(F)c(Cl)c2)nc1C1CCN(C(=O)OC(C)(C)C)CC1, CCN(C(C)C)C(C)C, O=C(Cl)OCc1ccccc1, ClCCl. Product: CN(CCn1cc(-c2ccc(F)c(Cl)c2)nc1C1CCN(C(=O)OC(C)(C)C)CC1)C(=O)OCc1ccccc1. RXN SMILES: [C:1]([CH3:2])([CH3:3])([CH3:4])[O:5][C:6](=[O:7])[N:8]1[CH2:9][CH2:10][CH:11]([c:14]2[n:15]([CH2:27][CH2:28][NH:29][CH3:30])[cH:16][c:17](-[c:19]3[cH:20][c:21]([Cl:26])[c:22]([F:25])[cH:23][cH:24]3)[n:18]2)[CH2:12][CH2:13]1.[CH:42]([N:43]([CH2:44][CH3:45])[CH:46]([CH3:47])[CH3:48])([CH3:49])[CH3:50].[Cl:31][C:32](=[O:33])[O:34][CH2:35][c:36]1[cH:37][cH:38][cH:39][cH:40][cH:41]1.[Cl:51][CH2:52][Cl:53]>>[C:1]([CH3:2])([CH3:3])([CH3:4])[O:5][C:6](=[O:7])[N:8]1[CH2:9][CH2:10][CH:11]([c:14]2[n:15]([CH2:27][CH2:28][N:29]([CH3:30])[C:32](=[O:33])[O:34][CH2:35][c:36]3[cH:37][cH:38][cH:39][cH:40][cH:41]3)[cH:16][c:17](-[c:19]3[cH:20][c:21]([Cl:26])[c:22]([F:25])[cH:23][cH:24]3)[n:18]2)[CH2:12][CH2:13]1. The reactants are FC(C(C=1N=CNC1C)(F)F)(C(F)(F)F)F (4-heptafluoropropyl-5-methylimidazole), [H-].[Na+] (sodium hydride), O (water), ClC1=NC=C(C=C1Cl)C(F)(F)F (2,3-dichloro-5-trifluoromethylpyridine). Solvent: CN(C=O)C (N,N-dimethyl formamide). Reaction conditions: time 10 minute. Product: ClC=1C(=NC=C(C1)C(F)(F)F)N1C=NC(=C1C)C(C(C(F)(F)F)(F)F)(F)F (1-(3-chloro-5-trifluoromethylpyridin-2-yl)-4-heptafluoropropyl-5-methylimidazole). Isolated yield 38.8%. As a reaction SMILES: [F:1][C:2]([F:16])([C:12]([F:15])([F:14])[F:13])[C:3]([F:11])([F:10])[C:4]1[N:5]=[CH:6][NH:7][C:8]=1[CH3:9].[H-].[Na+].Cl[C:20]1[C:25]([Cl:26])=[CH:24][C:23]([C:27]([F:30])([F:29])[F:28])=[CH:22][N:21]=1.O>CN(C)C=O>[Cl:26][C:25]1[C:20]([N:7]2[C:8]([CH3:9])=[C:4]([C:3]([F:11])([F:10])[C:2]([F:1])([F:16])[C:12]([F:14])([F:15])[F:13])[N:5]=[CH:6]2)=[N:21][CH:22]=[C:23]([C:27]([F:29])([F:28])[F:30])[CH:24]=1 |f:1.2|. Procedure details: To a solution of 0.6 g (2.4 m mol) of 4-heptafluoropropyl-5-methylimidazole in 5 ml of N,N-dimethyl formamide was added slowly 100 mg (2.4 m mol) of an oily sodium hydride (60%) while cooling with ice, followed by stirring at the same temperature for 10 minutes. After the reaction was completed, to the reaction mixture was added dropwise 0.52 g (2.4 m mol) of 2,3-dichloro-5-trifluoromethylpyridine, followed by stirring at room temperature for 9 hours. After the reaction was completed, the reacti... Starting materials: [H-], [Na+], CN(C)C=O, COc1ccc(C(=O)COC(=O)Cc2ccc(OCc3ccc4ccccc4n3)cc2)cc1Cl. Product: COc1ccc(C2=C(c3ccc(OCc4ccc5ccccc5n4)cc3)C(=O)OC2)cc1Cl. RXN SMILES: [H-:36].[Na+:35].[O:37]=[CH:38][N:39]([CH3:40])[CH3:41].[n:1]1[c:2]([CH2:11][O:12][c:13]2[cH:14][cH:15][c:16]([CH2:19][C:20](=[O:21])[O:22][CH2:23][C:24](=[O:25])[c:26]3[cH:27][c:28]([Cl:34])[c:29]([O:32][CH3:33])[cH:30][cH:31]3)[cH:17][cH:18]2)[cH:3][cH:4][c:5]2[cH:6][cH:7][cH:8][cH:9][c:10]12>>[n:1]1[c:2]([CH2:11][O:12][c:13]2[cH:14][cH:15][c:16]([C:19]3=[C:24]([c:26]4[cH:27][c:28]([Cl:34])[c:29]([O:32][CH3:33])[cH:30][cH:31]4)[CH2:23][O:22][C:20]3=[O:21])[cH:17][cH:18]2)[cH:3][cH:4][c:5]2[cH:6][cH:7][cH:8][cH:9][c:10]12. Starting materials: COC([C@@H](NC(C1=C(C=CC=C1Cl)Cl)=O)CC1=CC=C(C=C1)NC(C1=C(C=CC(=C1)N(C)C)N)=O)=O (4-{2-amino-5-di-methylamino-benzoylamino}-Nα-(2,6-dichlorobenzoyl)-L-phenylalanine methyl ester), C(=O)(N1C=NC=C1)N1C=NC=C1 (1,1′-carbonyl-diimidazole). The solvent is C(C)#N (acetonitrile). Conditions: temperature 5 celsius, time 2.5 hour. Product: COC([C@@H](NC(C1=C(C=CC=C1Cl)Cl)=O)CC1=CC=C(C=C1)N1C(NC2=CC=C(C=C2C1=O)N(C)C)=O)=O (Nα-(2,6-dichlorobenzoyl)-4-{6-dimethylamino-quinazoline-2,4-[1H,3H]-dion-3-yl}-L-phenylalanine methyl ester). RXN SMILES: [CH3:1][O:2][C:3](=[O:36])[C@H:4]([CH2:16][C:17]1[CH:22]=[CH:21][C:20]([NH:23][C:24](=[O:35])[C:25]2[CH:30]=[C:29]([N:31]([CH3:33])[CH3:32])[CH:28]=[CH:27][C:26]=2[NH2:34])=[CH:19][CH:18]=1)[NH:5][C:6](=[O:15])[C:7]1[C:12]([Cl:13])=[CH:11][CH:10]=[CH:9][C:8]=1[Cl:14].[C:37](N1C=CN=C1)(N1C=CN=C1)=[O:38]>C(#N)C>[CH3:1][O:2][C:3](=[O:36])[C@H:4]([CH2:16][C:17]1[CH:18]=[CH:19][C:20]([N:23]2[C:24](=[O:35])[C:25]3[C:26](=[CH:27][CH:28]=[C:29]([N:31]([CH3:32])[CH3:33])[CH:30]=3)[NH:34][C:37]2=[O:38])=[CH:21][CH:22]=1)[NH:5][C:6](=[O:15])[C:7]1[C:12]([Cl:13])=[CH:11][CH:10]=[CH:9][C:8]=1[Cl:14]. Procedure details: There was suspended, in 480 mL of acetonitrile, 47.1 g of 4-{2-amino-5-di-methylamino-benzoylamino}-Nα-(2,6-dichlorobenzoyl)-L-phenylalanine methyl ester synthesized in the foregoing step 1, then 15.9 g of 1,1′-carbonyl-diimidazole (CDI) was added to the suspension and then the mixture was heated at a temperature ranging from 55 to 60° C. for 2.5 hours with stirring. After the completion of the reaction, the mixture was cooled to 5° C. and the resulting crystals were filtered off to thus give 35... Reactants: CO, CC1(C)CCC(=O)C2OC21, [K+], [OH-], O. The product is COC1=CC(C)(C)CCC1=O. Reaction SMILES: [CH3:13][OH:14].[CH3:1][C:2]1([CH3:10])[CH2:3][CH2:4][C:5](=[O:9])[CH:6]2[O:7][CH:8]12.[K+:12].[OH-:11].[OH2:15]>>[CH3:1][C:2]1([CH3:10])[CH2:3][CH2:4][C:5](=[O:9])[C:6]([O:7][CH3:13])=[CH:8]1.